Dataset: the Open Reaction Database (ORD), a public repository of structured organic reaction records. Task: describe an organic reaction: reactants, conditions, products, and yield Reactants: CC1=C(C(=CC(=C1)C)C)C=1N=C(SC1)NC(=O)C1N(C2=CC=CC=C2C1)C(=O)OC(C)(C)C (N-[4-(2,4,6-trimethylphenyl)-2-thiazolyl]-1-tert-butoxycarbonyl-indoline-2-carboxamide). The solvent is ClCCl (dichloromethane), FC(C(=O)O)(F)F (trifluoroacetic acid), C(C)(=O)OCC (ethyl acetate). Conditions: time 2 hour. The product is CC1=C(C(=CC(=C1)C)C)C=1N=C(SC1)NC(=O)C1NC2=CC=CC=C2C1 (N-[4-(2,4,6-Trimethylphenyl)-2-thiazolyl]indoline-2-carboxamide). The yield is 88.0%. RXN SMILES: [CH3:1][C:2]1[CH:7]=[C:6]([CH3:8])[CH:5]=[C:4]([CH3:9])[C:3]=1[C:10]1[N:11]=[C:12]([NH:15][C:16]([CH:18]2[CH2:26][C:25]3[C:20](=[CH:21][CH:22]=[CH:23][CH:24]=3)[N:19]2C(OC(C)(C)C)=O)=[O:17])[S:13][CH:14]=1>ClCCl.FC(F)(F)C(O)=O.C(OCC)(=O)C>[CH3:1][C:2]1[CH:7]=[C:6]([CH3:8])[CH:5]=[C:4]([CH3:9])[C:3]=1[C:10]1[N:11]=[C:12]([NH:15][C:16]([CH:18]2[CH2:26][C:25]3[C:20](=[CH:21][CH:22]=[CH:23][CH:24]=3)[NH:19]2)=[O:17])[S:13][CH:14]=1. Procedure details: 35 g of N-[4-(2,4,6-trimethylphenyl)-2-thiazolyl]-1-tert-butoxycarbonyl-indoline-2-carboxamide are dissolved in 200 of dry dichloromethane and 40 ml of trifluoroacetic acid are added dropwise. The reaction mixture is kept at ambient temperature for 2 hours and then evaporated to dryness. The residue obtained is taken up in 150 ml of ethyl acetate. The organic solution is washed with 1N aqueous sodium hydroxide solution and then with water saturated with NaCl and dried over anhydrous magnesium su... The reactants are CNc1ccc2cc(Br)ccc2c1, N#C[Cu], c1ccncc1. RXN SMILES: [Br:1][c:2]1[cH:3][c:4]2[cH:5][cH:6][c:7]([NH:12][CH3:13])[cH:8][c:9]2[cH:10][cH:11]1.[Cu:14][C:15]#[N:16].[cH:17]1[cH:18][cH:19][n:20][cH:21][cH:22]1>>[c:2]1([C:15]#[N:16])[cH:3][c:4]2[cH:5][cH:6][c:7]([NH:12][CH3:13])[cH:8][c:9]2[cH:10][cH:11]1. The product is CNc1ccc2cc(C#N)ccc2c1. Starting materials: COC(\C=C/C(=O)O)=O (maleic acid-monomethyl ester), NCCCN1CCCCC1 (N-(3'-aminopropyl)-piperidine). Solvent: C(C)N(CC)CC (triethylamine). The product is COC(C[C@H](NCCCN1CCCCC1)C(=O)O)=O (N-(3'-Piperidylpropyl)-aspartic acid-4-methyl ester). As a reaction SMILES: [CH3:1][O:2][C:3](=[O:9])/[CH:4]=[CH:5]\[C:6]([OH:8])=[O:7].[NH2:10][CH2:11][CH2:12][CH2:13][N:14]1[CH2:19][CH2:18][CH2:17][CH2:16][CH2:15]1>C(N(CC)CC)C>[CH3:1][O:2][C:3](=[O:9])[CH2:4][C@@H:5]([C:6]([OH:8])=[O:7])[NH:10][CH2:11][CH2:12][CH2:13][N:14]1[CH2:19][CH2:18][CH2:17][CH2:16][CH2:15]1. Procedure: In a manner analogous to that described in Example 1, 28.6 g (0.2 mol+10% excess) of maleic acid-monomethyl ester, 40 ml of triethylamine and 88.4 g (0.2 mol) of N-(3'-aminopropyl)-piperidine are reacted and the reaction product is purified. The yield is 36.7 g (67.4% of theory) and the melting point of the product obtained is 172°-173° C. Reactants: CC(C)(C)c1nc(N2CCN(CCCCl)CC2)cc(C(F)(F)F)n1, CN(C)C=O, [N-]=[N+]=[N-], [Na+]. Yields the product CC(C)(C)c1nc(N2CCN(CCCN=[N+]=[N-])CC2)cc(C(F)(F)F)n1. RXN SMILES: [C:5]([CH3:6])([CH3:7])([CH3:8])[c:9]1[n:10][c:11]([C:25]([F:26])([F:27])[F:28])[cH:12][c:13]([N:15]2[CH2:16][CH2:17][N:18]([CH2:21][CH2:22][CH2:23][Cl:24])[CH2:19][CH2:20]2)[n:14]1.[CH3:29][N:30]([CH3:31])[CH:32]=[O:33].[N-:2]=[N+:3]=[N-:4].[Na+:1]>>[N:2](=[N+:3]=[N-:4])[CH2:23][CH2:22][CH2:21][N:18]1[CH2:17][CH2:16][N:15]([c:13]2[cH:12][c:11]([C:25]([F:26])([F:27])[F:28])[n:10][c:9]([C:5]([CH3:6])([CH3:7])[CH3:8])[n:14]2)[CH2:20][CH2:19]1. Reactants: COC(C)(C)C, CCCC[N+](CCCC)(CCCC)CCCC, COCOCC(C)(C)C(=O)O, [K+], [K+], O, O=P([O-])([O-])O, O=S(=O)(Cl)OCCl, O=S(=O)([O-])O. Yields the product COCOCC(C)(C)C(=O)OCCl. Reaction SMILES: [C:48]([O:49][CH3:50])([CH3:51])([CH3:52])[CH3:53].[CH2:31]([N+:32]([CH2:33][CH2:34][CH2:35][CH3:36])([CH2:37][CH2:38][CH2:39][CH3:40])[CH2:41][CH2:42][CH2:43][CH3:44])[CH2:45][CH2:46][CH3:47].[CH3:8][O:9][CH2:10][O:11][CH2:12][C:13]([C:14](=[O:15])[OH:16])([CH3:17])[CH3:18].[K+:6].[K+:7].[OH2:54].[P:1]([O-:2])([O-:3])([OH:4])=[O:5].[S:19]([Cl:20])([O:21][CH2:23][Cl:24])(=[O:22])=[O:25].[S:26]([O-:27])([OH:28])(=[O:29])=[O:30]>>[CH3:8][O:9][CH2:10][O:11][CH2:12][C:13]([C:14]([O:15][CH2:23][Cl:24])=[O:16])([CH3:17])[CH3:18].